describe an organic reaction: reactants, conditions, products, and yield From a dataset of the Open Reaction Database (ORD), a public repository of structured organic reaction records. Reactants: Br (hydrobromic acid), C1(=CC=C(C=C1)S(=O)(=O)N1CCN(CC(C1)N(C)C)S(=O)(=O)C1=CC=C(C=C1)C)C (1,4-bis(p-toluenesulfonyl)-6-(N,N-dimethylamino)-hexahydro-1,4-diazepine), C1(=CC=CC=C1)O (phenol). Run in C(C)(=O)O (acetic acid). Reaction conditions: time 6 hour. The product is CN(C)C1CNCCNC1 (6-(N,N-dimethylamino)hexahydro-1,4-diazepine). The yield is 241.9%. As a reaction SMILES: C1(C)C=CC(S([N:10]2[CH2:16][CH:15]([N:17]([CH3:19])[CH3:18])[CH2:14][N:13](S(C3C=CC(C)=CC=3)(=O)=O)[CH2:12][CH2:11]2)(=O)=O)=CC=1.C1(O)C=CC=CC=1.Br>C(O)(=O)C>[CH3:18][N:17]([CH:15]1[CH2:14][NH:13][CH2:12][CH2:11][NH:10][CH2:16]1)[CH3:19]. Reported procedure: Weighed out to a reaction vessel was 250 mg (0.56 mmol) of 1,4-bis(p-toluenesulfonyl)-6-(N,N-dimethylamino)-hexahydro-1,4-diazepine synthesized by the above process, and 0.20 ml (2.3 mmol) of phenol and a 30% acetic acid solution (4 ml) of hydrobromic acid were added, followed by stirring for 6 hours in a bath controlled to 70° C. After the reaction mixture was concentrated under reduced pressure, diethyl ether (5 ml) was added to the residue with stirring, and a supernatant was removed. This pr... Starting materials: IC=1C=CC(=C(C(=O)OC)C1)OCC1=CC2=CC=CC=C2C=C1 (methyl 5-iodo-2-(naphth-2-ylmethoxy)benzoate), C(C(=O)Cl)(=O)Cl (oxalyl chloride), acid chloride, N (ammonia). Product: IC=1C=CC(=C(C(=O)N)C1)OCC1=CC2=CC=CC=C2C=C1 (5-iodo-2-(naphth-2-ylmethoxy)benzamide), ester. Reaction SMILES: [I:1][C:2]1[CH:3]=[CH:4][C:5]([O:12][CH2:13][C:14]2[CH:23]=[CH:22][C:21]3[C:16](=[CH:17][CH:18]=[CH:19][CH:20]=3)[CH:15]=2)=[C:6]([CH:11]=1)[C:7](OC)=[O:8].C(Cl)(=O)C(Cl)=O.[NH3:30]>>[I:1][C:2]1[CH:3]=[CH:4][C:5]([O:12][CH2:13][C:14]2[CH:23]=[CH:22][C:21]3[C:16](=[CH:17][CH:18]=[CH:19][CH:20]=3)[CH:15]=2)=[C:6]([CH:11]=1)[C:7]([NH2:30])=[O:8]. Reported procedure: Using the procedure described in Example 5, 2-bromomethylnaphthalene was reacted with methyl 5-iodosalicylate to give methyl 5-iodo-2-(naphth-2-ylmethoxy)benzoate (68%). Using conventional procedures the ester was hydrolysed with base to give the corresponding acid; the acid chloride was prepared by reaction with oxalyl chloride; and the acid chloride was reacted with ethanolic ammonia to give 5-iodo-2-(naphth-2-ylmethoxy)benzamide (84% from the ester), m.p. 163° C. The benzamide so obtained was... The reactants are CC1=C(C(=CC=C1)C)O (2,6-dimethylphenol), OC1=CC=C(C=C1)N1NC(N(C1=O)C1=CC=CC=C1)=O (1-(4-hydroxyphenyl)-4-phenyl-1,2,4-triazolidine-3,5-dione). Product: OC1=C(C=C(C=C1C)N1NC(N(C1=O)C1=CC=CC=C1)=O)C (1-(4-hydroxy-3,5-dimethylphenyl)-4-phenyl-1,2,4-triazolidine-3,5-dione), solids. The yield is 61.0%. Reaction SMILES: [CH3:1][C:2]1[CH:7]=[CH:6][CH:5]=[C:4]([CH3:8])[C:3]=1[OH:9].OC1C=CC([N:17]2[C:21](=[O:22])[N:20]([C:23]3[CH:28]=[CH:27][CH:26]=[CH:25][CH:24]=3)[C:19](=[O:29])[NH:18]2)=CC=1>>[OH:9][C:3]1[C:4]([CH3:8])=[CH:5][C:6]([N:17]2[C:21](=[O:22])[N:20]([C:23]3[CH:28]=[CH:27][CH:26]=[CH:25][CH:24]=3)[C:19](=[O:29])[NH:18]2)=[CH:7][C:2]=1[CH3:1]. Reported procedure: Compound 30 was prepared from 2,6-dimethylphenol in the same manner of compound 27, and was obtained as white solids (61%). 1H NMR (300 MHz, DMSO-d6): δ 11.32 (br s, 1H), 8.42 (s, 1H), 7.53-7.39 (m, 5H), 7.14 (d, J=1.8 Hz, 1H). 13C NMR (75 MHz, DMSO-d6): δ 152.07, 151.38, 129.58, 127.13, 125.61, 121.94, 121.48, 17.43. HRMS: calcd for C16H15N3O3 (MH+) 298.1186. found 298.1184. Starting materials: Cc1ccccc1, CCN(C(C)C)C(C)C, Cc1nc2c(-c3ccc(Cl)cc3)c(-c3ccccc3Cl)nn2c(=O)[nH]1, O=P(Cl)(Cl)Cl. Yields the product Cc1nc(Cl)n2nc(-c3ccccc3Cl)c(-c3ccc(Cl)cc3)c2n1. RXN SMILES: [CH3:40][c:41]1[cH:42][cH:43][cH:44][cH:45][cH:46]1.[CH:26]([N:27]([CH:28]([CH3:29])[CH3:30])[CH2:31][CH3:32])([CH3:33])[CH3:34].[Cl:1][c:2]1[c:3](-[c:8]2[n:9][n:10]3[c:11]([n:12][c:13]([CH3:17])[nH:14][c:15]3=[O:16])[c:18]2-[c:19]2[cH:20][cH:21][c:22]([Cl:25])[cH:23][cH:24]2)[cH:4][cH:5][cH:6][cH:7]1.[P:35]([Cl:36])([Cl:37])([Cl:38])=[O:39]>>[Cl:1][c:2]1[c:3](-[c:8]2[n:9][n:10]3[c:11]([n:12][c:13]([CH3:17])[n:14][c:15]3[Cl:37])[c:18]2-[c:19]2[cH:20][cH:21][c:22]([Cl:25])[cH:23][cH:24]2)[cH:4][cH:5][cH:6][cH:7]1.